This data is from the Open Reaction Database (ORD), a public repository of structured organic reaction records. The task is: describe an organic reaction: reactants, conditions, products, and yield As a reaction SMILES: [CH2:1]1[C:10]2[C:5](=[CH:6][CH:7]=[CH:8][CH:9]=2)[C:4](=[O:11])[CH2:3][O:2]1.O=P(Cl)(Cl)Cl.C(#N)C.O.[CH2:21]([Cl:23])Cl>CN(C=O)C.C(O)=O>[Cl:23][C:21]1[C:9]2[C:10](=[CH:5][CH:6]=[CH:7][CH:8]=2)[CH2:1][O:2][C:3]=1[CH:4]=[O:11]. Yield: 60.6%. Procedure details: To commercially available isochroman-4-one (900 mg, 6.07 mmol) in DCM (18 ml), DMF (0.706 ml) and POCl3 (1.699 ml, 18.23 mmol) were added in sequence under Nitrogen at r.t. The mixture was refluxed for 6 h and kept at r.t overnight. The reaction mixture was diluted with DCM (15 ml), washed with water and sat NaCl, then anhydrified over Na2SO4 and evaporated in vacuo. The resulting crude was purified via reverse phase chromatography with a Biotage C18 SNAP 30 g column (Phase A, water 95%, ACN 5%,... Product: Phase B, ClC1=C(OCC2=CC=CC=C12)C=O (4-chloro-1H-isochromene-3-carbaldehyde). The solvent is C(=O)O (formic acid), CN(C)C=O (DMF). Reactants: C(C)#N (ACN), O (water), C(Cl)Cl (DCM), C1OCC(C2=CC=CC=C12)=O (isochroman-4-one), O=P(Cl)(Cl)Cl (POCl3), C(Cl)Cl (DCM). Conditions: time 8 hour.